Dataset: the Open Reaction Database (ORD), a public repository of structured organic reaction records. Task: describe an organic reaction: reactants, conditions, products, and yield Reactants: C(C)(=O)OCC([C@@H](C(N[C@H]([C@H](C[C@@H](NC([C@@H](NC(OC)=O)C(C)(C)C)=O)CC1=CC=C(C=C1)C1=NC=CC=C1)O)CC1=CC=CC=C1)=O)NC(=O)OC(C)(C)C)(C)C ((3S,6S,7S,9S,12S)-6-benzyl-3-[(tert-butoxycarbonyl)amino]-12-tert-butyl-7-hydroxy-2,2-dimethyl-4,11,14-trioxo-9-(4-pyridin-2-ylbenzyl)-15-oxa-5,10,13-triazahexadec-1-yl acetate), Cl (HCl), C(C)(C)N(CC)C(C)C (diisopropylethylamine), ClC(=O)OC (methyl chloroformate). RXN SMILES: [C:1]([O:4][CH2:5][C:6]([CH3:58])([CH3:57])[C@H:7]([NH:49][C:50]([O:52][C:53](C)(C)C)=[O:51])[C:8](=[O:48])[NH:9][C@@H:10]([CH2:41][C:42]1[CH:47]=[CH:46][CH:45]=[CH:44][CH:43]=1)[C@@H:11]([OH:40])[CH2:12][C@H:13]([CH2:27][C:28]1[CH:33]=[CH:32][C:31]([C:34]2[CH:39]=[CH:38][CH:37]=[CH:36][N:35]=2)=[CH:30][CH:29]=1)[NH:14][C:15](=[O:26])[C@H:16]([C:22]([CH3:25])([CH3:24])[CH3:23])[NH:17][C:18](=[O:21])[O:19][CH3:20])(=[O:3])[CH3:2].Cl.C(N(C(C)C)CC)(C)C.ClC(OC)=O>O1CCOCC1.O>[C:1]([O:4][CH2:5][C:6]([CH3:58])([CH3:57])[C@H:7]([NH:49][C:50]([O:52][CH3:53])=[O:51])[C:8](=[O:48])[NH:9][C@@H:10]([CH2:41][C:42]1[CH:47]=[CH:46][CH:45]=[CH:44][CH:43]=1)[C@@H:11]([OH:40])[CH2:12][C@H:13]([CH2:27][C:28]1[CH:29]=[CH:30][C:31]([C:34]2[CH:39]=[CH:38][CH:37]=[CH:36][N:35]=2)=[CH:32][CH:33]=1)[NH:14][C:15](=[O:26])[C@H:16]([C:22]([CH3:24])([CH3:23])[CH3:25])[NH:17][C:18](=[O:21])[O:19][CH3:20])(=[O:3])[CH3:2]. Run in O1CCOCC1 (dioxane), O1CCOCC1 (dioxane), O (water). Product: C(C)(=O)OCC([C@@H](C(N[C@H]([C@H](C[C@@H](NC([C@@H](NC(OC)=O)C(C)(C)C)=O)CC1=CC=C(C=C1)C1=NC=CC=C1)O)CC1=CC=CC=C1)=O)NC(=O)OC)(C)C ((3S,6S,7S,9S,12S)-6-benzyl-12-tert-butyl-7-hydroxy-3-[(methoxycarbonyl)amino]-2,2-dimethyl-4,11,14-trioxo-9-(4-pyridin-2-ylbenzyl)-15-oxa-5,10,13-triazahexadec-1-yl acetate). Isolated yield 67.4%. Procedure: To a solution of the product of Example 174F (0.030 g, 0.037 mmol) in dioxane (0.50 mL) at 0° C. was added a solution of HCl in dioxane (3.0 mL, 4 N), and the mixture was stirred at room temperature for 1 hour. The solvent was evaporated, and the residue was dissolved in tetrahydrofuran (0.40 mL) and diisopropylethylamine (0.030 mL, 0.172 mmol) and methyl chloroformate (0.0032 mL, 0.041 mmol) were added at room temperature. After 1 hour water was added and the reaction was extracted with ethyl a... Reaction conditions: time 1 hour. Starting materials: [Al+3], [Cl-], [Cl-], [Cl-], O=C(Cl)c1cccc([N+](=O)[O-])c1, O=C1Cc2ccccc2N1, CN(C)C=O. The product is O=C1Cc2cc(C(=O)c3cccc([N+](=O)[O-])c3)ccc2N1. As a reaction SMILES: [Al+3:2].[Cl-:1].[Cl-:3].[Cl-:4].[N+:5](=[O:6])([O-:7])[c:8]1[cH:9][c:10]([C:11](=[O:12])[Cl:13])[cH:14][cH:15][cH:16]1.[NH:17]1[C:18](=[O:26])[CH2:19][c:20]2[cH:21][cH:22][cH:23][cH:24][c:25]21.[O:27]=[CH:28][N:29]([CH3:30])[CH3:31]>>[N+:5](=[O:6])([O-:7])[c:8]1[cH:9][c:10]([C:11](=[O:12])[c:22]2[cH:21][c:20]3[c:25]([cH:24][cH:23]2)[NH:17][C:18](=[O:26])[CH2:19]3)[cH:14][cH:15][cH:16]1. Starting materials: C=CC#N, CCO, COc1ccccc1N1CCNCC1. Yields the product COc1ccccc1N1CCN(CCC#N)CC1. RXN SMILES: [CH2:1]=[CH:2][C:3]#[N:4].[CH3:19][CH2:20][OH:21].[CH3:5][O:6][c:7]1[c:8]([N:13]2[CH2:14][CH2:15][NH:16][CH2:17][CH2:18]2)[cH:9][cH:10][cH:11][cH:12]1>>[CH2:1]([CH2:2][C:3]#[N:4])[N:16]1[CH2:15][CH2:14][N:13]([c:8]2[c:7]([O:6][CH3:5])[cH:12][cH:11][cH:10][cH:9]2)[CH2:18][CH2:17]1. Starting materials: CC[C@@]1(C[C@@H]2C[C@@](C3=C(C=4C=CC=CC4N3)CCN(C2)C1)(C=5C=C6C(=CC5OC)N([C@@H]7[C@]68CCN9[C@H]8[C@@](C=CC9)([C@H]([C@@]7(C(=O)OC)O)OC(=O)C)CC)C=O)C(=O)OC)O.OS(=O)(=O)O (vincristine sulfate), Sphingomyelin Cholesterol, C(CC(O)(C(=O)[O-])CC(=O)[O-])(=O)[O-] (citrate), C([C@@H](O)[C@@H](O)[C@H](O)[C@H](O)CO)O (mannitol), C(C)(=O)[O-].[Na+] (sodium acetate), P(=O)([O-])([O-])[O-] (phosphate). The product is CC[C@@]1(C[C@@H]2C[C@@](C3=C(C=4C=CC=CC4N3)CCN(C2)C1)(C=5C=C6C(=CC5OC)N([C@@H]7[C@]68CCN9[C@H]8[C@@](C=CC9)([C@H]([C@@]7(C(=O)OC)O)OC(=O)C)CC)C=O)C(=O)OC)O (vincristine). As a reaction SMILES: [CH3:1][CH2:2][C@@:3]1([OH:60])[CH2:21][N:19]2[CH2:20][C@@H:5]([CH2:6][C@:7]([C:56]([O:58][CH3:59])=[O:57])([C:22]3[CH:23]=[C:24]4[C@:32]56[C@@H:36]7[C@:37]([CH2:52][CH3:53])([C@@H:41]([O:48][C:49]([CH3:51])=[O:50])[C@:42]([OH:47])([C:43]([O:45][CH3:46])=[O:44])[C@@H:31]5[N:30]([CH:54]=[O:55])[C:25]4=[CH:26][C:27]=3[O:28][CH3:29])[CH:38]=[CH:39][CH2:40][N:35]7[CH2:34][CH2:33]6)[C:8]3[NH:16][C:15]4[CH:14]=[CH:13][CH:12]=[CH:11][C:10]=4[C:9]=3[CH2:17][CH2:18]2)[CH2:4]1.OS(O)(=O)=O.C(O)[C@H]([C@H]([C@@H]([C@@H](CO)O)O)O)O.C([O-])(=O)C.[Na+].C([O-])(=O)CC(CC([O-])=O)(C([O-])=O)O.P([O-])([O-])([O-])=O>>[CH3:1][CH2:2][C@@:3]1([OH:60])[CH2:21][N:19]2[CH2:20][C@@H:5]([CH2:6][C@:7]([C:56]([O:58][CH3:59])=[O:57])([C:22]3[CH:23]=[C:24]4[C@:32]56[C@@H:36]7[C@:37]([CH2:52][CH3:53])([C@@H:41]([O:48][C:49]([CH3:51])=[O:50])[C@:42]([OH:47])([C:43]([O:45][CH3:46])=[O:44])[C@@H:31]5[N:30]([CH:54]=[O:55])[C:25]4=[CH:26][C:27]=3[O:28][CH3:29])[CH:38]=[CH:39][CH2:40][N:35]7[CH2:34][CH2:33]6)[C:8]3[NH:16][C:15]4[CH:14]=[CH:13][CH:12]=[CH:11][C:10]=4[C:9]=3[CH2:17][CH2:18]2)[CH2:4]1 |f:0.1,3.4|. Procedure details: Liposome-encapsulated vincristine (Vincristine Sulfate Liposome Injection) was prepared using a six vial kit. Vials 1 and 2 contained a vincristine sulfate solution (1 mg/mL Vincasar PFS®, SP Pharmaceuticals LLC, Albuqueque, N. Mex.) in buffer comprising mannitol and sodium acetate, pH 4.5-4.7, vial 3 contained empty liposomes (100 mg/mL Sphingomyelin/Cholesterol liposomes, at a ratio of between about 60/40 to 50/50, or more preferably 55/45 mol %/mol %) in buffer comprising 300 mM citrate at pH... Reactants: N#Cc1cccc(-c2ccc(C(=O)NCCCCN3CCc4ccc(O)cc4C3)cc2)c1, [Cu+2], O=S(=O)(OS(=O)(=O)C(F)(F)F)C(F)(F)F, O=S(=O)([O-])[O-], c1ccncc1. Product: N#Cc1cccc(-c2ccc(C(=O)NCCCCN3CCc4ccc(OS(=O)(=O)C(F)(F)F)cc4C3)cc2)c1. Reaction SMILES: [C:16](#[N:17])[c:18]1[cH:19][c:20](-[c:24]2[cH:25][cH:26][c:27]([C:28](=[O:29])[NH:30][CH2:31][CH2:32][CH2:33][CH2:34][N:35]3[CH2:36][c:37]4[cH:38][c:39]([OH:45])[cH:40][cH:41][c:42]4[CH2:43][CH2:44]3)[cH:46][cH:47]2)[cH:21][cH:22][cH:23]1.[Cu+2:54].[F:1][C:2]([F:3])([F:4])[S:5](=[O:6])(=[O:7])[O:8][S:9]([C:10]([F:11])([F:12])[F:13])(=[O:14])=[O:15].[O-:55][S:56](=[O:57])(=[O:58])[O-:59].[cH:48]1[cH:49][cH:50][n:51][cH:52][cH:53]1>>[F:1][C:2]([F:3])([F:4])[S:5](=[O:6])(=[O:7])[O:8][c:39]1[cH:38][c:37]2[c:42]([cH:41][cH:40]1)[CH2:43][CH2:44][N:35]([CH2:34][CH2:33][CH2:32][CH2:31][NH:30][C:28]([c:27]1[cH:26][cH:25][c:24](-[c:20]3[cH:19][c:18]([C:16]#[N:17])[cH:23][cH:22][cH:21]3)[cH:47][cH:46]1)=[O:29])[CH2:36]2. Starting materials: CC(C)(C)OC(=O)NCCOc1ccc(I)nc1I, ClCCl. The product is NCCOc1ccc(I)nc1I. As a reaction SMILES: [C:1]([O:2][C:3](=[O:4])[NH:7][CH2:8][CH2:9][O:10][c:11]1[c:12]([I:18])[n:13][c:14]([I:17])[cH:15][cH:16]1)([CH3:5])([CH3:6])[CH3:19].[Cl:20][CH2:21][Cl:22]>>[NH2:7][CH2:8][CH2:9][O:10][c:11]1[c:12]([I:18])[n:13][c:14]([I:17])[cH:15][cH:16]1.